This data is from the Open Reaction Database (ORD), a public repository of structured organic reaction records. The task is: describe an organic reaction: reactants, conditions, products, and yield Starting materials: OC(CC#C)(CCOC)C (4-hydroxy-4-methyl-7-oxa-1-octyne), C[Si](Cl)(C)C (trimethylchlorosilane), product, N1C=NC=C1 (imidazole), CN(C=O)C (dimethylformamide). Solvent: CCCCCC (hexane). Product: CC(CC#C)(CCOC)O[Si](C)(C)C (4-Methyl-4-trimethylsilyloxy-7-oxa-1-octyne). As a reaction SMILES: [OH:1][C:2]([CH3:10])([CH2:6][CH2:7][O:8][CH3:9])[CH2:3][C:4]#[CH:5].N1C=CN=C1.CN(C)C=O.[CH3:21][Si:22]([CH3:25])([CH3:24])Cl>CCCCCC>[CH3:10][C:2]([O:1][Si:22]([CH3:25])([CH3:24])[CH3:21])([CH2:6][CH2:7][O:8][CH3:9])[CH2:3][C:4]#[CH:5]. Procedure: To a solution of 13 g. (0.091 moles) of 4-hydroxy-4-methyl-7-oxa-1-octyne and 16 g. (0.235 moles) of imidazole in 80 ml. of dry dimethylformamide is added dropwise, at 5° C. under nitrogen with stirring, 12.5 ml. (0.115 moles) of trimethylchlorosilane. After an additional 15 minutes at 5° C. the solution is stirred at ambient temperature for 18 hours then added to 450 ml. of hexane. The resulting solution is washed with ice-cold water, ice-cold saturated sodium chloride solution, dried with anhy... Starting materials: BrC=1C=NC(=NC1)N1CCC(CC1)C1=NC=2CC(CC(C2C(=C1C(C1=CC=C(C=C1)C(F)(F)F)F)C1CCC(CC1)(F)F)OCC1=CC=C(C=C1)OC)(C)C ((−)-2-[1-(5-Bromopyrimidin-2-yl)piperidin-4-yl]-4-(4,4-difluorocyclohexyl)-3-{fluoro[4-(trifluoromethyl)phenyl]methyl}-5-[(4-methoxybenzyl)oxy]-7,7-dimethyl-5,6,7,8-tetrahydroquinoline), OC1CCNCC1 (4-hydroxy piperidine), COCCOC (1,2-dimethoxyethane). Solvent: C1(=CC=CC=C1)C (toluene). Product: FC1(CCC(CC1)C1=C(C(=NC=2CC(CC(C12)O)(C)C)C1CCN(CC1)C1=NC=C(C=N1)N1CCC(CC1)O)C(C1=CC=C(C=C1)C(F)(F)F)F)F ((−)-4-(4,4-Difluorocyclohexyl)-3-{fluoro[4-(trifluoromethyl)phenyl]methyl}-2-{1-[5-(4-hydroxypiperidin-1-yl)pyrimidin-2-yl]piperidin-4-yl}-7,7-dimethyl-5,6,7,8-tetrahydroquinolin-5-ol), solid. Yield: 42.0%. RXN SMILES: [OH:1][CH:2]1[CH2:7][CH2:6][NH:5][CH2:4][CH2:3]1.COCCOC.Br[C:15]1[CH:16]=[N:17][C:18]([N:21]2[CH2:26][CH2:25][CH:24]([C:27]3[C:36]([CH:37]([F:48])[C:38]4[CH:43]=[CH:42][C:41]([C:44]([F:47])([F:46])[F:45])=[CH:40][CH:39]=4)=[C:35]([CH:49]4[CH2:54][CH2:53][C:52]([F:56])([F:55])[CH2:51][CH2:50]4)[C:34]4[CH:33]([O:57]CC5C=CC(OC)=CC=5)[CH2:32][C:31]([CH3:68])([CH3:67])[CH2:30][C:29]=4[N:28]=3)[CH2:23][CH2:22]2)=[N:19][CH:20]=1>C1(C)C=CC=CC=1>[F:56][C:52]1([F:55])[CH2:51][CH2:50][CH:49]([C:35]2[C:34]3[CH:33]([OH:57])[CH2:32][C:31]([CH3:67])([CH3:68])[CH2:30][C:29]=3[N:28]=[C:27]([CH:24]3[CH2:23][CH2:22][N:21]([C:18]4[N:19]=[CH:20][C:15]([N:5]5[CH2:6][CH2:7][CH:2]([OH:1])[CH2:3][CH2:4]5)=[CH:16][N:17]=4)[CH2:26][CH2:25]3)[C:36]=2[CH:37]([F:48])[C:38]2[CH:39]=[CH:40][C:41]([C:44]([F:45])([F:47])[F:46])=[CH:42][CH:43]=2)[CH2:54][CH2:53]1. Reported procedure: Reactions similar to those of Reference Example 13 and Example 7 were performed except for using 4-hydroxy piperidine and 1,2-dimethoxyethane instead of isonipecotic acid ethyl ester and toluene, and from 150 mg (0.180 mmol) of (−)-2-[1-(5-Bromopyrimidin-2-yl)piperidin-4-yl]-4-(4,4-difluorocyclohexyl)-3-{fluoro[4-(trifluoromethyl)phenyl]methyl}-5-[(4-methoxybenzyl)oxy]-7,7-dimethyl-5,6,7,8-tetrahydroquinoline, which was prepared by a method similar to that of Reference Example 11, 55 mg of the t... Starting materials: ClC=1C=CC2=C(CCC=3C(=NC=CC3)C2(O)C2CC(N(C(C2)C)C)C)C1 (8-chloro-11-(1,2,6-trimethyl-4-piperidinyl)-6,11-dihydro-5H-benzo[5,6]-cyclohepta[1,2-b]pyridin-11-ol), [OH-].[Na+] (NaOH). The solvent is OS(=O)(=O)O (H2SO4), O (water). Product: ClC=1C=CC/2=C(CCC=3C(=NC=CC3)\C2=C/2\CC(NCC2C)C)C1 (8-Chloro-11((Z)-2,5-dimethyl-4-piperidylidene)-6,11-dihydro-5H-benzo[5,6]cyclohepta[1,2-b]pyridine). Yield: 6.3%. As a reaction SMILES: [Cl:1][C:2]1[CH:3]=[CH:4][C:5]2[C:15]([CH:17]3[CH2:22][CH:21]([CH3:23])[N:20]([CH3:24])[CH:19](C)[CH2:18]3)(O)[C:10]3=[N:11][CH:12]=[CH:13][CH:14]=[C:9]3[CH2:8][CH2:7][C:6]=2[CH:26]=1.[OH-].[Na+]>OS(O)(=O)=O.O>[Cl:1][C:2]1[CH:3]=[CH:4][C:5]2=[C:6]([CH:26]=1)[CH2:7][CH2:8][C:9]1[C:10](/[C:15]/2=[C:17]2/[CH2:22][CH:21]([CH3:23])[NH:20][CH2:24][CH:18]/2[CH3:19])=[N:11][CH:12]=[CH:13][CH:14]=1 |f:1.2|. Procedure: A mixture of 8-chloro-11-(1,2,6-trimethyl-4-piperidinyl)-6,11-dihydro-5H-benzo[5,6]-cyclohepta[1,2-b]pyridin-11-ol (5.0 g, 14.1 mmol) in 85% H2SO4 (100 mL) was heated in an oil bath (60°-65° C.) for 3 hours. The reaction was cooled and diluted with water followed by basification with 25% aq. NaOH solution. The crude product was extracted with CH2Cl2, washed with brine, dried (Na2SO4), filtered and solvent removed. Purification and separation of the E and Z isomers via chromatography (2%→5% MeOH ...